This data is from the Open Reaction Database (ORD), a public repository of structured organic reaction records. The task is: describe an organic reaction: reactants, conditions, products, and yield The reactants are C(C)(C)(C)OC(NC1(CCC1)C1=CC=C(C=C1)C1=NC=2N(C=C1C1=CC=CC=C1)C=C(N2)C2=CC=CC=C2)=O ({1-[4-(2,6-Diphenyl-imidazo[1,2-a]pyrimidin-7-yl)-phenyl]-cyclobutyl}-carbamic Acid Tert-butyl Ester), C1CC(=O)N(C1=O)Br (NBS). The solvent is C(Cl)Cl (DCM), C(Cl)(Cl)Cl (CHCl3). The product is C(C)(C)(C)OC(NC1(CCC1)C1=CC=C(C=C1)C1=NC=2N(C=C1C1=CC=CC=C1)C(=C(N2)C2=CC=CC=C2)Br)=O ({1-[4-(3-Bromo-2,6-diphenyl-imidazo[1,2-a]pyrimidin-7-yl)-phenyl]-cyclobutyl}-carbamic Acid Tert-butyl Ester). Yield: 59.6%. RXN SMILES: [C:1]([O:5][C:6](=[O:39])[NH:7][C:8]1([C:12]2[CH:17]=[CH:16][C:15]([C:18]3[C:23]([C:24]4[CH:29]=[CH:28][CH:27]=[CH:26][CH:25]=4)=[CH:22][N:21]4[CH:30]=[C:31]([C:33]5[CH:38]=[CH:37][CH:36]=[CH:35][CH:34]=5)[N:32]=[C:20]4[N:19]=3)=[CH:14][CH:13]=2)[CH2:11][CH2:10][CH2:9]1)([CH3:4])([CH3:3])[CH3:2].C1C(=O)N([Br:47])C(=O)C1>C(Cl)(Cl)Cl.C(Cl)Cl>[C:1]([O:5][C:6](=[O:39])[NH:7][C:8]1([C:12]2[CH:13]=[CH:14][C:15]([C:18]3[C:23]([C:24]4[CH:25]=[CH:26][CH:27]=[CH:28][CH:29]=4)=[CH:22][N:21]4[C:30]([Br:47])=[C:31]([C:33]5[CH:34]=[CH:35][CH:36]=[CH:37][CH:38]=5)[N:32]=[C:20]4[N:19]=3)=[CH:16][CH:17]=2)[CH2:11][CH2:10][CH2:9]1)([CH3:4])([CH3:2])[CH3:3]. Procedure: To a solution of compound 5-2 (110 mg, 0.2 mmol) in CHCl3 (5 mL) was added NBS (40 mg 0.22 mmol.) and the mixture was heated to reflux for 1 hrs. After cooling, the mixture was diluted with 15 mL of DCM, the combined organic phase was washed with 0.1N HClaq and brine, dried over anhydrous Na2SO4 and concentrated. The residue was purified by prep.TLC to give 71 mg of 5-4. Reactants: NS(=O)(=O)C1=CC=C(C=C1)NN (4-(aminosulphonyl)phenylhydrazine), FC(C(\C=C\C1=CC=C(C=C1)C)=O)(F)F ((E)-1,1,1-trifluoro-4-(4-methylphenyl)-3-butene-2-one), O (water). Solvent: C(C)(=O)O (acetic acid). Product: NS(=O)(=O)C1=CC=C(C=C1)N1N=C(CC1C1=CC=C(C=C1)C)C(F)(F)F (1-(4-aminosulphonylphenyl)-4,5-dihydro-5-(4-methylphenyl)-3-trifluoromethyl-1H-pyrazole). Isolated yield 45.0%. Reaction SMILES: [NH2:1][S:2]([C:5]1[CH:10]=[CH:9][C:8]([NH:11][NH2:12])=[CH:7][CH:6]=1)(=[O:4])=[O:3].[F:13][C:14]([F:27])([F:26])[C:15](=O)/[CH:16]=[CH:17]/[C:18]1[CH:23]=[CH:22][C:21]([CH3:24])=[CH:20][CH:19]=1.O>C(O)(=O)C>[NH2:1][S:2]([C:5]1[CH:6]=[CH:7][C:8]([N:11]2[CH:17]([C:18]3[CH:23]=[CH:22][C:21]([CH3:24])=[CH:20][CH:19]=3)[CH2:16][C:15]([C:14]([F:13])([F:26])[F:27])=[N:12]2)=[CH:9][CH:10]=1)(=[O:4])=[O:3]. Procedure details: A solution of 4-(aminosulphonyl)phenylhydrazine chlorohydrate (0.82 g, 3.69 mmoles) and (E)-1,1,1-trifluoro-4-(4-methylphenyl)-3-butene-2-one (0.79 g, 3.69 mmoles) in 15 ml of acetic acid is refluxed for 3 hours under a nitrogen atmosphere. It is cooled, poured over water and extracted with AcOEt. The organic solution is washed with water, dried over anhydrous sodium sulphate and evaporated to dryness under vacuum. The crude product thus obtained is crystallised from EtOH-petrol ether to give 1-... Reactants: FC1=CC=C(C(=O)NCC2(OC(NC3=C2C=C(C=C3)C(=O)NC)=O)C(F)(F)F)C=C1 (4-{[(4-fluorobenzoyl)amino]methyl}-N-methyl-2-oxo-4-(trifluoromethyl)-1,4-dihydro-2H-3,1-benzoxazine-6-carboxamide), C(C)O (ethanol), C1=CN(C=N1)C(=O)N2C=CN=C2 (CDI). Solvent: C(C)(=O)OCC (ethyl acetate), NO (hydroxylamine), C(C)(=O)OCC (ethyl acetate). Reaction conditions: time 8 hour. The product is FC1=CC=C(C(=O)NCC2(OC(NC3=C2C=C(C=C3)C3=NOC(N3)=O)=O)C(F)(F)F)C=C1 (4-fluoro-N-{[2-oxo-6-(5-oxo-4,5-dihydro-1,2,4-oxadiazol-3-yl)-4-(trifluoromethyl)-1,4-dihydro-2H-3,1-benzoxazin-4-yl]methyl}benzamide). RXN SMILES: [F:1][C:2]1[CH:30]=[CH:29][C:5]([C:6]([NH:8][CH2:9][C:10]2([C:25]([F:28])([F:27])[F:26])[C:15]3[CH:16]=[C:17](C(NC)=O)[CH:18]=[CH:19][C:14]=3[NH:13][C:12](=[O:24])[O:11]2)=[O:7])=[CH:4][CH:3]=1.C1N=CN([C:36]([N:38]2[CH:42]=[N:41]C=C2)=[O:37])C=1.C([OH:45])C>NO.C(OCC)(=O)C>[F:1][C:2]1[CH:30]=[CH:29][C:5]([C:6]([NH:8][CH2:9][C:10]2([C:25]([F:27])([F:28])[F:26])[C:15]3[CH:16]=[C:17]([C:42]4[NH:38][C:36](=[O:45])[O:37][N:41]=4)[CH:18]=[CH:19][C:14]=3[NH:13][C:12](=[O:24])[O:11]2)=[O:7])=[CH:4][CH:3]=1. Reported procedure: To a solution of N-{[6-cyano-2-oxo-4-(trifluoromethyl)-1,4-dihydro-2H-3,1-benzoxazin-4-yl]methyl}-4-fluorobenzamide (50 mg, 0.127 mmol) synthesized in Example 159 in ethanol (0.5 mL), hydroxylamine (50% aqueous solution, 40 μL) was added, and the solution was stirred overnight at room temperature. The solution was diluted with ethyl acetate, which was washed sequentially with water and saturated brine and then dried over magnesium sulfate. The residue was dissolved in dioxane (1 mL), and under s... Reactants: C(=O)(OCC)NC1=C(C2=C(CN(CC2)C(C)=O)S1)C(=O)OCC (2-carboethoxyamino-3-carboethoxy-6-acetyl-4,5,6,7-tetrahydrothieno[2,3-c]pyridine), NCCN1CCN(CC1)C1=C(C=CC=C1)OC (1-(2-aminoethyl)-4-(2-methoxyphenyl)piperazine). Product: OC=1N(C(C2=C(N1)SC1=C2CCN(C1)C(C)=O)=O)CCN1CCN(CC1)C1=C(C=CC=C1)OC (3,4,5,6,7,8-Hexahydro-2-hydroxy-7-acetyl-3-[2-(4-(2-methoxyphenyl)-1-piperazinyl)ethyl]pyrido[4′,3′:4,5]thieno[2,3-d]pyrimidin-4-one). RXN SMILES: [C:1]([NH:6][C:7]1[S:18][C:10]2[CH2:11][N:12]([C:15](=[O:17])[CH3:16])[CH2:13][CH2:14][C:9]=2[C:8]=1[C:19]([O:21]CC)=O)([O:3]CC)=O.[NH2:24][CH2:25][CH2:26][N:27]1[CH2:32][CH2:31][N:30]([C:33]2[CH:38]=[CH:37][CH:36]=[CH:35][C:34]=2[O:39][CH3:40])[CH2:29][CH2:28]1>>[OH:3][C:1]1[N:24]([CH2:25][CH2:26][N:27]2[CH2:28][CH2:29][N:30]([C:33]3[CH:38]=[CH:37][CH:36]=[CH:35][C:34]=3[O:39][CH3:40])[CH2:31][CH2:32]2)[C:19](=[O:21])[C:8]2[C:9]3[CH2:14][CH2:13][N:12]([C:15](=[O:17])[CH3:16])[CH2:11][C:10]=3[S:18][C:7]=2[N:6]=1. Procedure: 2.5 g (7.3 mmol) of 2-carboethoxyamino-3-carboethoxy-6-acetyl-4,5,6,7-tetrahydrothieno[2,3-c]pyridine were heated with 1.7 g (7.3 mmol) of 1-(2-aminoethyl)-4-(2-methoxyphenyl)piperazine at 180° C. for 2 h under nitrogen while stirring the melt efficiently. After cooling, the crude product was purified by column chromatography (silica gel, mobile phase methylene chloride/ methanol 95/5). 0.7 g (20%) of product with melting point 135-137° C. was isoldted.